The task is: describe an organic reaction: reactants, conditions, products, and yield. This data is from the Open Reaction Database (ORD), a public repository of structured organic reaction records. Starting materials: CCCI (N-Propyl iodide), C(C)OC=1C(=CC=2C(CCC(C2C1)(C)C)(C)C)/C(=C(\C=C\C(=C\C(=O)OCC)\C)/F)/CC (ethyl (2E,4E,6E)-7-(3-ethoxy-5,5,8,8-tetramethyl-5,6,7,8-tetrahydronaphthalen-2-yl)-6-fluoro-3-methylnona-2,4,6-trienoate), C(C)OC=1C(=CC=2C(CCC(C2C1)(C)C)(C)C)/C(=C(\C=C\C(=C\C(=O)OCC)\C)/F)/CC (ethyl (2E,4E,6E)-7-(3-ethoxy-5,5,8,8-tetramethyl-5,6,7,8-tetrahydronaphthalen-2-yl)-6-fluoro-3-methylnona-2,4,6-trienoate), C([O-])([O-])=O.[K+].[K+] (potassium carbonate), O (water). Solvent: CC(=O)C (acetone). Product: C(CC)OC=1C=CC=2C(CCC(C2C1)(C)C)(C)C (3-n-Propoxy-5,5,8,8-tetramethyl-5,6,7,8-tetrahydronaphthalene). As a reaction SMILES: [CH3:1][CH2:2][CH2:3]I.C([O:7][C:8]1[C:9](/C(/CC)=C(/F)\C=C\C(\C)=C\C(OCC)=O)=[CH:10][C:11]2[C:12]([CH3:21])([CH3:20])[CH2:13][CH2:14][C:15]([CH3:19])([CH3:18])[C:16]=2[CH:17]=1)C.C(=O)([O-])[O-].[K+].[K+].O>CC(C)=O>[CH2:3]([O:7][C:8]1[CH:9]=[CH:10][C:11]2[C:12]([CH3:21])([CH3:20])[CH2:13][CH2:14][C:15]([CH3:19])([CH3:18])[C:16]=2[CH:17]=1)[CH2:2][CH3:1] |f:2.3.4|. Reported procedure: N-Propyl iodide (4.9 mL, 50 mmol) was added to a stirring suspension of 6-hydroxy-1,2,3,4-tetrahydronaphthalene (Intermediate 1, 2.07 g, 10 mmol), potassium carbonate (6.9 g, 50 mmol), in acetone (50 mL), and the mixture was stirred at reflux for 14 h. The solution was poured into a separatory funnel, water was added, and the products were extracted three times with hexane. The combined organic layers were washed with brine and dried over magnesium sulfate. The solvent was removed in vacuo to gi... Starting materials: ClC1=NC(=CC(=C1C)Cl)C (2,4-dichloro-3,6-dimethylpyridine), CC1=C(C(=CC(=C1)C)C)O (2,4,6-trimethylphenol), CC(C)([O-])C.[K+] (potassium t-butoxide), [Cl-].[NH4+] (ammonium chloride). The reagents and catalysts are [Cu]I (copper (I) iodide). The solvent is hexanes, N1=CC=CC=C1 (pyridine). Reaction conditions: time 8 hour. Product: ClC1=C(C(=NC(=C1)C)OC1=C(C=C(C=C1C)C)C)C (4-Chloro-3,6-dimethyl-2-(2,4,6-trimethylphenoxy)-pyridine). Isolated yield 36726.6%. RXN SMILES: [CH3:1][C:2]1[CH:7]=[C:6]([CH3:8])[CH:5]=[C:4]([CH3:9])[C:3]=1[OH:10].CC(C)([O-])C.[K+].Cl[C:18]1[C:23]([CH3:24])=[C:22]([Cl:25])[CH:21]=[C:20]([CH3:26])[N:19]=1.[Cl-].[NH4+]>[Cu]I.N1C=CC=CC=1>[Cl:25][C:22]1[CH:21]=[C:20]([CH3:26])[N:19]=[C:18]([O:10][C:3]2[C:4]([CH3:9])=[CH:5][C:6]([CH3:8])=[CH:7][C:2]=2[CH3:1])[C:23]=1[CH3:24] |f:1.2,4.5|. Reported procedure: To a 2 liter flask equipped with a mechanical stirrer, a reflux condenser and a nitrogen inlet was charged 250 ml of pyridine. The flask was cooled in an ice bath and charged with 42.5 g (0.312 mmol) of 2,4,6-trimethylphenol and 35.1 g (0.313 mol) of potassium t-butoxide. The flask was warmed to room temperature and charged with 50.0 g (0.284 mol) of 2,4-dichloro-3,6-dimethylpyridine and 13.5 g (0.071 mol) of copper (I) iodide. The reaction mixture was heated to reflux for two hours and then coo... Reactants: C1CCOC1, O=C(N=NC(=O)N1CCCCC1)N1CCCCC1, OCCCc1ccc(O)cc1O, c1ccc(P(c2ccccc2)c2ccccc2)cc1. Yields the product Oc1ccc2c(c1)OCCC2. As a reaction SMILES: [CH2:50]1[O:51][CH2:52][CH2:53][CH2:54]1.[N:32]([C:33]([N:34]1[CH2:35][CH2:36][CH2:37][CH2:38][CH2:39]1)=[O:40])=[N:41][C:42]([N:43]1[CH2:44][CH2:45][CH2:46][CH2:47][CH2:48]1)=[O:49].[OH:1][CH2:2][CH2:3][CH2:4][c:5]1[c:6]([OH:12])[cH:7][c:8]([OH:11])[cH:9][cH:10]1.[c:13]1([P:14]([c:15]2[cH:16][cH:17][cH:18][cH:19][cH:20]2)[c:21]2[cH:22][cH:23][cH:24][cH:25][cH:26]2)[cH:27][cH:28][cH:29][cH:30][cH:31]1>>[CH2:2]1[CH2:3][CH2:4][c:5]2[c:6]([cH:7][c:8]([OH:11])[cH:9][cH:10]2)[O:12]1. Reactants: CC(C)(C)ON=O, ON=C1CCCCCCCCCCC1, C1CCCCCCCCCCC1, CC(=O)O, [Cl-], [Cl-], O=[N+]([O-])C1CCCCCCCCCCC1, [Na+], [OH-], O=C1c2ccccc2C(=O)N1O, [Zn+2]. The product is O=C1CCCCCCCCCCC1. RXN SMILES: [C:13]([CH3:16])([O:17][N:14]=[O:15])([CH3:18])[CH3:19].[C:34]1(=[N:35][OH:36])[CH2:37][CH2:38][CH2:39][CH2:40][CH2:41][CH2:42][CH2:43][CH2:44][CH2:45][CH2:46][CH2:47]1.[CH2:1]1[CH2:2][CH2:3][CH2:4][CH2:5][CH2:6][CH2:7][CH2:8][CH2:9][CH2:10][CH2:11][CH2:12]1.[CH3:66][C:67](=[O:68])[OH:69].[Cl-:63].[Cl-:65].[N+:48]([CH:49]1[CH2:50][CH2:51][CH2:52][CH2:53][CH2:54][CH2:55][CH2:56][CH2:57][CH2:58][CH2:59][CH2:60]1)([O-:61])=[O:62].[Na+:33].[OH-:32].[OH:20][N:21]1[C:22](=[O:23])[c:24]2[cH:25][cH:26][cH:27][cH:28][c:29]2[C:30]1=[O:31].[Zn+2:64]>>[C:1]1(=[O:17])[CH2:2][CH2:3][CH2:4][CH2:5][CH2:6][CH2:7][CH2:8][CH2:9][CH2:10][CH2:11][CH2:12]1.